This data is from the Open Reaction Database (ORD), a public repository of structured organic reaction records. The task is: describe an organic reaction: reactants, conditions, products, and yield Starting materials: C(C)OC(N(N)C)=O (2-azaalanine ethyl ester), C(C)(=O)N[C@@H](C)C(=O)N[C@@H](C)C(=O)N1[C@H](C(=O)O)CCC1 (acetylalanylalanylproline), CN1CCOCC1 (N-methylmorpholine), ClC(=O)OCC(C)C (isobutyl chloroformate). Solvent: O1CCCC1 (tetrahydrofuran), O1CCCC1 (tetrahydrofuran). Conditions: time 4 hour. Yields the product C(C)OC(N(NC([C@H]1N(CCC1)C([C@@H](NC([C@@H](NC(C)=O)C)=O)C)=O)=O)C)=O (acetylalanylalanylprolyl-2-azaalanine ethyl ester). As a reaction SMILES: [C:1]([NH:4][C@H:5]([C:7]([NH:9][C@H:10]([C:12]([N:14]1[CH2:21][CH2:20][CH2:19][C@H:15]1[C:16]([OH:18])=O)=[O:13])[CH3:11])=[O:8])[CH3:6])(=[O:3])[CH3:2].CN1CCOCC1.ClC(OCC(C)C)=O.[CH2:37]([O:39][C:40](=[O:44])[N:41]([CH3:43])[NH2:42])[CH3:38]>O1CCCC1>[CH2:37]([O:39][C:40](=[O:44])[N:41]([CH3:43])[NH:42][C:16](=[O:18])[C@@H:15]1[CH2:19][CH2:20][CH2:21][N:14]1[C:12](=[O:13])[C@H:10]([CH3:11])[NH:9][C:7](=[O:8])[C@H:5]([CH3:6])[NH:4][C:1](=[O:3])[CH3:2])[CH3:38]. Procedure: To a stirred solution of acetylalanylalanylproline (2 mmole) and N-methylmorpholine (2 mmole) in dry tetrahydrofuran (20 ml) at -20° to -25° C. is added isobutyl chloroformate (2 mmole). After 5 minutes a solution of 2-azaalanine ethyl ester (2 mmole) in tetrahydrofuran (3 ml) is added dropwise and the reaction mixture is allowed to warm to room temperature over a period of 1 hour and stirred for a further 4 hours. The precipitate is filtered off and the filtrate is evaporated to dryness. Chroma...